From a dataset of the Open Reaction Database (ORD), a public repository of structured organic reaction records. describe an organic reaction: reactants, conditions, products, and yield Reactants: C(C)(C)(C)OC(C(=O)OC)C=1C(=C2C(=NC1C)NC=C2)C=2C=C1CCCOC1=CC2 (methyl 2-(tert-butoxy)-2-(4-(chroman-6-yl)-6-methyl-1H-pyrrolo[2,3-b]pyridin-5-yl)acetate), ClC1=C(CBr)C(=CC=C1)Cl (2,6-dichlorobenzyl bromide). The product is C(C)(C)(C)OC(C(=O)O)C=1C(=C2C(=NC1C)N(C=C2)CC2=C(C=CC=C2Cl)Cl)C=2C=C1CCCOC1=CC2 (2-(tert-butoxy)-2-(4-(chroman-6-yl)-1-(2,6-dichlorobenzyl)-6-methyl-1H-pyrrolo[2,3-b]pyridin-5-yl)acetic acid). As a reaction SMILES: [C:1]([O:5][CH:6]([C:11]1[C:12]([C:21]2[CH:22]=[C:23]3[C:28](=[CH:29][CH:30]=2)[O:27][CH2:26][CH2:25][CH2:24]3)=[C:13]2[CH:20]=[CH:19][NH:18][C:14]2=[N:15][C:16]=1[CH3:17])[C:7]([O:9]C)=[O:8])([CH3:4])([CH3:3])[CH3:2].[Cl:31][C:32]1[CH:39]=[CH:38][CH:37]=[C:36]([Cl:40])[C:33]=1[CH2:34]Br>>[C:1]([O:5][CH:6]([C:11]1[C:12]([C:21]2[CH:22]=[C:23]3[C:28](=[CH:29][CH:30]=2)[O:27][CH2:26][CH2:25][CH2:24]3)=[C:13]2[CH:20]=[CH:19][N:18]([CH2:34][C:33]3[C:32]([Cl:31])=[CH:39][CH:38]=[CH:37][C:36]=3[Cl:40])[C:14]2=[N:15][C:16]=1[CH3:17])[C:7]([OH:9])=[O:8])([CH3:4])([CH3:3])[CH3:2]. Procedure details: The title compound was prepared in a manner similar to that described in Example 27, Step H from methyl 2-(tert-butoxy)-2-(4-(chroman-6-yl)-6-methyl-1H-pyrrolo[2,3-b]pyridin-5-yl)acetate and 2,6-dichlorobenzyl bromide. 1H NMR (400 MHz, CHLOROFORM-d) δ ppm 7.49-7.37 (m, 3 H), 7.28-7.21 (m, 2 H), 6.91 (t, J=8.3 Hz, 1 H), 6.83-6.78 (m, 1 H), 6.19-6.13 (m, 1 H), 5.83-5.68 (m, 2 H), 5.62-5.56 (m, 1 H), 4.27 (t, J=5.2 Hz, 2 H), 2.94-2.77 (m, 2 H), 2.75 (s, 3 H), 2.12-2.06 (m, 2 H), 0.97 (s, 9 H); LC/M... The reactants are OB(O)c1ccc(N(Cc2ccccc2)Cc2ccccc2)cc1, CO, Cl. The product is Cl, Nc1ccc(B(O)O)cc1. As a reaction SMILES: [CH2:1]([N:8]([CH2:2][c:3]1[cH:4][cH:5][cH:6][cH:7][cH:9]1)[c:16]1[cH:17][cH:18][c:19]([B:22]([OH:23])[OH:24])[cH:20][cH:21]1)[c:10]1[cH:11][cH:12][cH:13][cH:14][cH:15]1.[CH3:26][OH:27].[ClH:25]>>[ClH:25].[NH2:8][c:16]1[cH:17][cH:18][c:19]([B:22]([OH:23])[OH:24])[cH:20][cH:21]1. Reactants: CCOC(=O)C1CC(=CC#N)C1, CC#N, C1CCC2=NCCCN2CC1, C[Si](C)(C)CCOCn1ccc2c(-c3cn[nH]c3)ncnc21. Yields the product CCOC(=O)C1CC(CC#N)(n2cc(-c3ncnc4c3ccn4COCC[Si](C)(C)C)cn2)C1. As a reaction SMILES: [C:23](#[N:24])[CH:25]=[C:26]1[CH2:27][CH:28]([C:30](=[O:31])[O:32][CH2:33][CH3:34])[CH2:29]1.[CH3:46][C:47]#[N:48].[N:35]12[CH2:36][CH2:37][CH2:38][N:39]=[C:40]1[CH2:41][CH2:42][CH2:43][CH2:44][CH2:45]2.[nH:1]1[n:2][cH:3][c:4](-[c:6]2[c:7]3[c:8]([n:9][cH:10][n:11]2)[n:12]([CH2:15][O:16][CH2:17][CH2:18][Si:19]([CH3:20])([CH3:21])[CH3:22])[cH:13][cH:14]3)[cH:5]1>>[n:1]1([C:26]2([CH2:25][C:23]#[N:24])[CH2:27][CH:28]([C:30](=[O:31])[O:32][CH2:33][CH3:34])[CH2:29]2)[n:2][cH:3][c:4](-[c:6]2[c:7]3[c:8]([n:9][cH:10][n:11]2)[n:12]([CH2:15][O:16][CH2:17][CH2:18][Si:19]([CH3:20])([CH3:21])[CH3:22])[cH:13][cH:14]3)[cH:5]1.